describe an organic reaction: reactants, conditions, products, and yield From a dataset of the Open Reaction Database (ORD), a public repository of structured organic reaction records. Reactants: wet crystals, N[C@@H](CC1=CC=CC=C1)C(=O)O (L-Phe), S(O)(O)(=O)=O (sulfuric acid), N[C@@H](CC1=CC=CC=C1)C(=O)O (L-Phe), O (water), CO (MeOH). Product: COC([C@@H](N)CC1=CC=CC=C1)=O (L-Phenylalanine Methyl Ester). Reaction SMILES: [NH2:1][C@H:2]([C:10]([OH:12])=[O:11])[CH2:3][C:4]1[CH:9]=[CH:8][CH:7]=[CH:6][CH:5]=1.O.S(=O)(=O)(O)O.[CH3:19]O>>[CH3:19][O:11][C:10](=[O:12])[C@H:2]([CH2:3][C:4]1[CH:9]=[CH:8][CH:7]=[CH:6][CH:5]=1)[NH2:1]. Procedure details: 279.0 g of wet crystals of L-Phe 1/2 sulfate hemihydrate (20% of adsorbed water based on the total weight, 1.00 mole as L-Phe) was suspended in 250 ml of MeOH and, after adding 60 ml of 98% sulfuric acid, reacted at 85° C. for 4 hours. The reaction was carried out while distilling off the water and MeOH and replenishing the MeOH. Starting materials: 43, N1=CC=CC=C1 (pyridine), C1(=CC=CC=C1)C (toluene). The product is C(CCCCCCCCCCCCCCCCC)N (n-octadecylamine). Reaction SMILES: [N:1]1[CH:6]=[CH:5][CH:4]=[CH:3][CH:2]=1.[C:7]1([CH3:13])[CH:12]=[CH:11][CH:10]=[CH:9][CH:8]=1>>[CH2:6]([NH2:1])[CH2:5][CH2:4][CH2:3][CH2:2][CH2:11][CH2:12][CH2:7][CH2:8][CH2:9][CH2:10][CH2:8][CH2:9][CH2:10][CH2:11][CH2:12][CH2:7][CH3:13]. Reported procedure: A mixture of 43 parts by mass of the polymer (white solid) obtained through the production of an intermediate, 20 parts by mass of n-octadecylamine, 1 part by mass of pyridine, and 420 parts by mass of toluene is stirred at a temperature of 100° C. for 3 hours. After the mixture is cooled, the reaction solution is added to 8000 parts by mass of methanol in 15 minutes while stirring and is further stirred for 1 hour. The precipitated solid is filtered and is dried under depressurization, whereby ... Reactants: CCOC(=O)C(Cl)OCC, ClC(Cl)Cl, c1ccc(P(c2ccccc2)c2ccccc2)cc1. Yields the product CCOC(=O)C(OCC)[P+](c1ccccc1)(c1ccccc1)c1ccccc1, [Cl-]. As a reaction SMILES: [CH2:1]([CH3:2])[O:3][C:4]([CH:5]([O:6][CH2:7][CH3:8])[Cl:9])=[O:10].[CH:30]([Cl:31])([Cl:32])[Cl:33].[c:11]1([P:17]([c:18]2[cH:19][cH:20][cH:21][cH:22][cH:23]2)[c:24]2[cH:25][cH:26][cH:27][cH:28][cH:29]2)[cH:12][cH:13][cH:14][cH:15][cH:16]1>>[CH2:1]([CH3:2])[O:3][C:4]([CH:5]([O:6][CH2:7][CH3:8])[P+:17]([c:11]1[cH:12][cH:13][cH:14][cH:15][cH:16]1)([c:18]1[cH:19][cH:20][cH:21][cH:22][cH:23]1)[c:24]1[cH:25][cH:26][cH:27][cH:28][cH:29]1)=[O:10].[Cl-:9]. Reactants: ClC=1C=C(C=CC1S(=O)(=O)C)[C@H](C(=O)NC1=NN(C=C1)C)CC1CCCC1 (3-[2(R)-(3-chloro-4-methanesulfonyl-phenyl)-3-cyclopentyl-propionylamino]-1-methyl-pyrazole), N1=C(C=CC=C1C)C (2,6-lutidine), NC1=NN(C=C1)CC#CCO (4-(3-Amino-pyrazol-1-yl)-but-2-yn-1-ol), solution, C(C(=O)Cl)(=O)Cl (oxalyl chloride). The solvent is C(Cl)Cl (methylene chloride), C(Cl)Cl (methylene chloride), C(Cl)Cl (methylene chloride). Conditions: temperature 25 celsius, time 10 minute. The product is ClC=1C=C(C=CC1S(=O)(=O)C)[C@H](C(=O)NC1=NN(C=C1)CC#CCO)CC1CCCC1 (2-(R)-(3-chloro-4-methanesulfonyl-phenyl)-3-cyclopentyl-N-[1-(4-hydroxy-but-2-ynyl)-1H-pyrazol-3-yl]-propionamide). The yield is 27.2%. As a reaction SMILES: [Cl:1][C:2]1[CH:3]=[C:4]([C@@H:12]([CH2:22][CH:23]2[CH2:27][CH2:26][CH2:25][CH2:24]2)[C:13]([NH:15][C:16]2[CH:20]=[CH:19][N:18]([CH3:21])[N:17]=2)=[O:14])[CH:5]=[CH:6][C:7]=1[S:8]([CH3:11])(=[O:10])=[O:9].C(Cl)(=O)C(Cl)=O.N1C(C)=CC=CC=1C.NC1C=CN(C[C:49]#[C:50][CH2:51][OH:52])N=1>C(Cl)Cl>[Cl:1][C:2]1[CH:3]=[C:4]([C@@H:12]([CH2:22][CH:23]2[CH2:24][CH2:25][CH2:26][CH2:27]2)[C:13]([NH:15][C:16]2[CH:20]=[CH:19][N:18]([CH2:21][C:49]#[C:50][CH2:51][OH:52])[N:17]=2)=[O:14])[CH:5]=[CH:6][C:7]=1[S:8]([CH3:11])(=[O:10])=[O:9]. Procedure: 2-(R)-(3-Chloro-4-methanesulfonyl-phenyl)-3-cyclopentyl-propionic acid (prepared as in PCT WO 2004/052869 A1, Example 1, 241 mg, 0.73 mmol) was suspended in methylene chloride (3.6 mL) and a 2.0 M solution of oxalyl chloride in methylene chloride (364 μL, 0.73 mmol) was added and the reaction stirred at 25° C. for 10 min. The solution was chilled to 0° C. and 2,6-lutidine (170 μL, 1.46 mmol) was added. The reaction continued to stir at 0° C. for 15 min. 4-(3-Amino-pyrazol-1-yl)-but-2-yn-1-ol (11... Reactants: OC1=C(C=C(C(N1C)=O)C=1SC=C(N1)C)C1=CC=C(C=C1)OC (6-Hydroxy-5-(4-methoxyphenyl)-1-methyl-3-(4-methylthiazol-2-yl)-1H-pyridin-2-one), O=P(Cl)(Cl)Cl (POCl3). Conditions: time 1.5 hour. Yields the product ClC1=C(C=C(C(N1C)=O)C=1SC=C(N1)C)C1=CC=C(C=C1)OC (6-chloro-5-(4-methoxyphenyl)-1-methyl-3-(4-methylthiazol-2-yl)-1H-pyridin-2-one). RXN SMILES: O[C:2]1[N:7]([CH3:8])[C:6](=[O:9])[C:5]([C:10]2[S:11][CH:12]=[C:13]([CH3:15])[N:14]=2)=[CH:4][C:3]=1[C:16]1[CH:21]=[CH:20][C:19]([O:22][CH3:23])=[CH:18][CH:17]=1.O=P(Cl)(Cl)[Cl:26]>>[Cl:26][C:2]1[N:7]([CH3:8])[C:6](=[O:9])[C:5]([C:10]2[S:11][CH:12]=[C:13]([CH3:15])[N:14]=2)=[CH:4][C:3]=1[C:16]1[CH:21]=[CH:20][C:19]([O:22][CH3:23])=[CH:18][CH:17]=1. Reported procedure: 6-Hydroxy-5-(4-methoxyphenyl)-1-methyl-3-(4-methylthiazol-2-yl)-1H-pyridin-2-one (0.13 g) was dissolved in freshly distilled POCl3 (5 cm3) under N2 and heated to refiux for 1.5 h. The excess reagent was then removed by evaporation and the residue partitioned between ethyl acetate (100 cm3) and saturated sodium bicarbonate solution (50 cm3). The aqueous layer was washed with ethyl acetate (2×100 cm3) and the combined organic phase dried (MgSO4) and evaporated. Purification on silica gel eluting w... Reactants: Cl.NN (hydrazine hydrochloride), Cl (HCl), C(#N)CCCCCC#N (1,5-dicyanopentane), C(=O)OCC (ethyl formate), [H-].[Na+] (sodium hydride), C(=O)(O)[O-].[Na+] (NaHCO3). Solvent: C(C)OCC (diethyl ether). Product: NC1=C(C=NN1)CCCCC#N (5-(5-Amino-1H-Pyrazol-4-YL)-Pentanenitrile). RXN SMILES: [C:1]([CH2:3][CH2:4][CH2:5][CH2:6][CH2:7][C:8]#[N:9])#[N:2].[CH:10](OCC)=O.[H-].[Na+].Cl.[NH2:18][NH2:19].Cl.C([O-])(O)=O.[Na+]>C(OCC)C>[NH2:2][C:1]1[NH:19][N:18]=[CH:10][C:3]=1[CH2:4][CH2:5][CH2:6][CH2:7][C:8]#[N:9] |f:2.3,4.5,7.8|. Reported procedure: To a solution of 1,5-dicyanopentane (1) (6.5 mL, 50 mmol) and ethyl formate (20 mL, 250 mmol) in dry diethyl ether (200 mL), sodium hydride (60%, 4 g. 100 mmol) was added. The re-action mixture was refluxed for four h, cooled to room temperature filtered and rinsed with ether and dried. To a solution of above obtained white solid in 80% ethanol/water was added hydrazine hydrochloride (6.29 g. 61 mmol). The reaction mixture was adjusted to pH 3 with concentrated HCl and then refluxed for 2 h, coo... The reactants are CC(C)(C)O, CC(C)=O, S=C=NCOc1ccc(Cl)cc1, [K+], [SH-]. Yields the product S=C([S-])NCOc1ccc(Cl)cc1, [K+]. Reaction SMILES: [C:15]([OH:16])([CH3:17])([CH3:18])[CH3:19].[CH3:20][C:21](=[O:22])[CH3:23].[Cl:1][c:2]1[cH:3][cH:4][c:5]([O:6][CH2:7][N:8]=[C:9]=[S:10])[cH:11][cH:12]1.[K+:14].[SH-:13]>>[Cl:1][c:2]1[cH:3][cH:4][c:5]([O:6][CH2:7][NH:8][C:9]([S-:10])=[S:13])[cH:11][cH:12]1.[K+:14]. Starting materials: C(C1=CC=CC=C1)OC1=C(C=C(C=C1C1=CC=C(C=C1)C)C(=O)OC)C(C)(C)C (methyl 6-benzyloxy-5-tert-butyl-4′-methyl-3-biphenylcarboxylate), C[Si](C)(C)I (trimethylsilyl iodide). The product is C(C)(C)(C)C=1C=C(C=C(C1O)C1=CC=C(C=C1)C)C(=O)OC (Methyl 5-tert-butyl-6-hydroxy-4′-methyl-3-biphenylcarboxylate). As a reaction SMILES: C([O:8][C:9]1[C:14]([C:15]2[CH:20]=[CH:19][C:18]([CH3:21])=[CH:17][CH:16]=2)=[CH:13][C:12]([C:22]([O:24][CH3:25])=[O:23])=[CH:11][C:10]=1[C:26]([CH3:29])([CH3:28])[CH3:27])C1C=CC=CC=1.C[Si](I)(C)C>C(#N)C>[C:26]([C:10]1[CH:11]=[C:12]([C:22]([O:24][CH3:25])=[O:23])[CH:13]=[C:14]([C:15]2[CH:20]=[CH:19][C:18]([CH3:21])=[CH:17][CH:16]=2)[C:9]=1[OH:8])([CH3:29])([CH3:27])[CH3:28]. Procedure details: 5.4 g (14 mmol) of methyl 6-benzyloxy-5-tert-butyl-4′-methyl-3-biphenylcarboxylate (Example 1, d) are dissolved in 100 mL of acetonitrile. 6 mL (41 mmol) of trimethylsilyl iodide are added and the mixture is heated at 50° C. for 24 hours. After extraction, the residue obtained is subjected to esterification conditions similar to those of Example 1 b, and the residue obtained is purified by chromatography. A white solid is obtained (m=1.6 g, yield=36%; m.p.=105° C.). Run at temperature 50 celsius. Run in C(C)#N (acetonitrile). Yield: 36.0%. The reactants are CC(C)O (2-propanol), epihalohydrin, Formula VII, C(C1=CC=CC=C1)N(CC1CO1)C(C)C (1-[(N-Benzyl)isopropylamino]-2,3-epoxypropane), [Na].CS(=O)(=O)C=1C(=CC(=CC1)O)C (4-(methylsulfonyl)-m-cresol sodium salt), C(C)O (ethanol). Yields the product C(C1=CC=CC=C1)N(CC(COC=1C=C(C=CC1S(=O)(=O)C)C)O)C(C)C (1-[(N-benzyl)isopropylamino]-3-[4-(methylsulfonyl)-m-tolyloxy]-2-propanol). As a reaction SMILES: CC([OH:4])C.[CH2:5]([N:12]([CH:17]([CH3:19])[CH3:18])[CH2:13][CH:14]1[O:16][CH2:15]1)[C:6]1[CH:11]=[CH:10][CH:9]=[CH:8][CH:7]=1.[Na].[CH3:21][S:22]([C:25]1[C:26](C)=[CH:27]C(O)=[CH:29][CH:30]=1)(=[O:24])=[O:23].[CH2:33](O)[CH3:34]>>[CH2:5]([N:12]([CH:17]([CH3:18])[CH3:19])[CH2:13][CH:14]([OH:4])[CH2:15][O:16][C:30]1[CH:29]=[C:33]([CH3:34])[CH:27]=[CH:26][C:25]=1[S:22]([CH3:21])(=[O:24])=[O:23])[C:6]1[CH:7]=[CH:8][CH:9]=[CH:10][CH:11]=1 |f:2.3,^1:19|. Procedure details: A further modification of the procedure for preparing 1-(isopropylamino)-3-[4-methylsulfonyl)-m-tolyloxy]-2-propanol employing an epihalohydrin derivative of Formula VII containing a hydrogenolyziable blocking group follows. 1-[(N-Benzyl)isopropylamino]-2,3-epoxypropane is reacted with 4-(methylsulfonyl)-m-cresol sodium salt in ethanol to provide 1-[(N-benzyl)isopropylamino]-3-[4-(methylsulfonyl)-m-tolyloxy]-2-propanol. Starting materials: ClC=1C=C(C=CC1O[C@@H]1[C@H](CCC1)C1=CC=NN1C)S(=O)(=O)N(C1=NC=NC=C1)CC1=C(C=C(C=C1)OC)OC (3-chloro-N-(2,4-dimethoxybenzyl)-4-{[(1S*,2R*)-2-(1-methyl-1H-pyrazol-5-yl)cyclopentyl]oxy}-N-(pyrimidin-4-yl)benzenesulfonamide), C(C)[SiH](CC)CC (triethylsilane), FC(C(=O)O)(F)F (trifluoroacetic acid). Solvent: ClCCl (dichloromethane). Yields the product ClC=1C=C(C=CC1O[C@@H]1[C@H](CCC1)C1=CC=NN1C)S(=O)(=O)NC1=NC=NC=C1 (3-Chloro-4-{[(1S*,2R*)-2-(1-methyl-1H-pyrazol-5-yl)cyclopentyl]oxy}-N-(pyrimidin-4-yl)benzenesulfonamide). Isolated yield 92.8%. As a reaction SMILES: [Cl:1][C:2]1[CH:3]=[C:4]([S:20]([N:23](CC2C=CC(OC)=CC=2OC)[C:24]2[CH:29]=[CH:28][N:27]=[CH:26][N:25]=2)(=[O:22])=[O:21])[CH:5]=[CH:6][C:7]=1[O:8][C@H:9]1[CH2:13][CH2:12][CH2:11][C@@H:10]1[C:14]1[N:18]([CH3:19])[N:17]=[CH:16][CH:15]=1.C([SiH](CC)CC)C.FC(F)(F)C(O)=O>ClCCl>[Cl:1][C:2]1[CH:3]=[C:4]([S:20]([NH:23][C:24]2[CH:29]=[CH:28][N:27]=[CH:26][N:25]=2)(=[O:21])=[O:22])[CH:5]=[CH:6][C:7]=1[O:8][C@H:9]1[CH2:13][CH2:12][CH2:11][C@@H:10]1[C:14]1[N:18]([CH3:19])[N:17]=[CH:16][CH:15]=1. Procedure: The reaction and aftertreatment were conducted in the same manner as in Example 1b by using the 3-chloro-N-(2,4-dimethoxybenzyl)-4-{[(1S*,2R*)-2-(1-methyl-1H-pyrazol-5-yl)cyclopentyl]oxy}-N-(pyrimidin-4-yl)benzenesulfonamide (123 mg, 0.211 mmol) prepared in Example 23b, triethylsilane (0.10 mL), trifluoroacetic acid (1.0 mL) and dichloromethane (1.0 mL), to yield the title compound (85.0 mg, 54%) as a colorless solid.